Dataset: the Open Reaction Database (ORD), a public repository of structured organic reaction records. Task: describe an organic reaction: reactants, conditions, products, and yield Starting materials: C(C)(C)(C)OC(=O)N[C@@H](CC#N)CCC1=CC(=C(C(=C1)C)OCCCCCCCC)OC (3-(R)-[N-(tert-butoxycarbonyl)amino]-5-(3-methoxy-5-methyl-4-octyloxyphenyl)-pentanenitrile), CCOCC (Et2O). Solvent: C1(=CC=CC=C1)C (toluene). Conditions: temperature -60 celsius, time 1 hour. Yields the product C(C)(C)(C)OC(=O)N[C@@H](CC=O)CCC1=CC(=C(C(=C1)C)OCCCCCCCC)OC (3-(R)-[N-(tert-Butoxycarbonyl)amino]-5-(3-methoxy-5-methyl-4-octyloxyphenyl)-pentanal). RXN SMILES: [C:1]([O:5][C:6]([NH:8][C@H:9]([CH2:13][CH2:14][C:15]1[CH:20]=[C:19]([CH3:21])[C:18]([O:22][CH2:23][CH2:24][CH2:25][CH2:26][CH2:27][CH2:28][CH2:29][CH3:30])=[C:17]([O:31][CH3:32])[CH:16]=1)[CH2:10][C:11]#N)=[O:7])([CH3:4])([CH3:3])[CH3:2].CC[O:35]CC>C1(C)C=CC=CC=1>[C:1]([O:5][C:6]([NH:8][C@H:9]([CH2:13][CH2:14][C:15]1[CH:20]=[C:19]([CH3:21])[C:18]([O:22][CH2:23][CH2:24][CH2:25][CH2:26][CH2:27][CH2:28][CH2:29][CH3:30])=[C:17]([O:31][CH3:32])[CH:16]=1)[CH2:10][CH:11]=[O:35])=[O:7])([CH3:4])([CH3:3])[CH3:2]. Procedure details: A solution of 220 mg (0.49 mmol) of 3-(R)-[N-(tert-butoxycarbonyl)amino]-5-(3-methoxy-5-methyl-4-octyloxyphenyl)-pentanenitrile (from Step D) in 10 mL of Et2O at −60° C. was treated with 2.0 mL (2.0 mmol) of 1M Dibal in toluene over 4 h via a syring pump. After stirring for 1 h additional at −60° C., the reaction was quenched with MeOH and warmed to room temperature. The mixture was poured into 50 mL of saturated NH4Cl (pH adjusted to 3 with 2 N HCl). After separating phases, the aqueous layer w... RXN SMILES: [Cl:1][C:2]1[C:3]([OH:10])=[N:4][C:5]([CH3:9])=[N:6][C:7]=1Cl.[NH2:11][CH2:12][C:13]1[CH:14]=[C:15]([Br:19])[CH:16]=[N:17][CH:18]=1.CO>C(COC)OC>[Br:19][C:15]1[CH:14]=[C:13]([CH2:12][NH:11][C:7]2[NH:6][C:5]([CH3:9])=[N:4][C:3](=[O:10])[C:2]=2[Cl:1])[CH:18]=[N:17][CH:16]=1. Reported procedure: A stirred mixture of 5,6-dichloro-2-methyl-4-pyrimidinol (1.20 g, 6.70 mmol) and 5-aminomethyl-3-bromopyridine (3.65 g, 19.5 mmol) in dimethoxyethane (25 mL) was heated at reflux for 14 hours. The mixture was then concentrated in vacuo and diluted with water. The precipitate was isolated by filtration with aqueous rinse, recrystallized twice from ethyl acetate, and then recrystallized a third time, but from methanol, to provide the title compound as a pure product (1.07 g, 3.25 mmol, 48%): mp 27... The yield is 48.5%. Starting materials: ClC=1C(=NC(=NC1Cl)C)O (5,6-dichloro-2-methyl-4-pyrimidinol), NCC=1C=C(C=NC1)Br (5-aminomethyl-3-bromopyridine), CO (methanol). Solvent: C(OC)COC (dimethoxyethane). The product is BrC=1C=C(C=NC1)CNC1=C(C(N=C(N1)C)=O)Cl (6-[[(5-Bromo-3-pyridinyl)methyl]amino]-5-chloro-2-methyl-4(1H)-pyrimidone), product. Product: COC(=O)COc1cc(C)cc2nc(Cl)c(Cc3ccc(Cl)cc3)c(C)c12. The reactants are O=C([O-])[O-], CN(C)C=O, COC(=O)CBr, Cc1cc(O)c2c(C)c(Cc3ccc(Cl)cc3)c(Cl)nc2c1, [K+], [K+], O. As a reaction SMILES: [C:28](=[O:29])([O-:30])[O-:31].[CH3:23][N:24]([CH3:25])[CH:26]=[O:27].[CH3:34][O:35][C:36]([CH2:37][Br:38])=[O:39].[Cl:1][c:2]1[n:3][c:4]2[cH:5][c:6]([CH3:22])[cH:7][c:8]([OH:21])[c:9]2[c:10]([CH3:20])[c:11]1[CH2:12][c:13]1[cH:14][cH:15][c:16]([Cl:19])[cH:17][cH:18]1.[K+:32].[K+:33].[OH2:40]>>[Cl:1][c:2]1[n:3][c:4]2[cH:5][c:6]([CH3:22])[cH:7][c:8]([O:21][CH2:37][C:36]([O:35][CH3:34])=[O:39])[c:9]2[c:10]([CH3:20])[c:11]1[CH2:12][c:13]1[cH:14][cH:15][c:16]([Cl:19])[cH:17][cH:18]1. The reactants are NCC(O)C1=CC(=CC=C1)OC (2-amino-1-(3-methoxyphenyl)ethanol), C(#N)[BH3-].[Na+] (sodium cyanoborohydride), O=C(COC1=CC=C(C=C1)CC(=O)OC)C (methyl 4-(2-oxopropoxy)phenylacetate), C1=CC=CC=C1 (benzene). The solvent is CO (methanol). The product is COC(=O)CC1=CC=C(OCC(C)CC(O)(C2=CC(=CC=C2)OC)N)C=C1 (2-[2-(4-Methoxycarbonylmethylphenoxy)-1-methylethyl]-amino-1- (3 -methoxyphenyl)ethanol). The yield is 55.7%. RXN SMILES: N[CH2:2][CH:3]([C:5]1[CH:10]=[CH:9][CH:8]=[C:7]([O:11][CH3:12])[CH:6]=1)[OH:4].O=[C:14]([CH3:28])[CH2:15][O:16][C:17]1[CH:22]=[CH:21][C:20]([CH2:23][C:24]([O:26][CH3:27])=[O:25])=[CH:19][CH:18]=1.C1C=CC=CC=1.C([BH3-])#[N:36].[Na+]>CO>[CH3:27][O:26][C:24]([CH2:23][C:20]1[CH:21]=[CH:22][C:17]([O:16][CH2:15][CH:14]([CH2:2][C:3]([NH2:36])([C:5]2[CH:10]=[CH:9][CH:8]=[C:7]([O:11][CH3:12])[CH:6]=2)[OH:4])[CH3:28])=[CH:18][CH:19]=1)=[O:25] |f:3.4|. Procedure details: Following a procedure similar to that described in Example 3, but using 2.5 g of 2-amino-1-(3-methoxyphenyl)ethanol (prepared as described in Preparation 43), 4.0 g of methyl 4-(2-oxopropoxy)phenylacetate (prepared as described in Preparation 3), 80 ml of benzene, 60 ml of absolute methanol and 2.75 g of sodium cyanoborohydride, and then purifying the reaction product by column chromatography through silica gel, using ethyl acetate as the eluent, 3.11 g of the title compound were obtained having... Starting materials: O1C(CN(S(=O)(=O)C2=CC=C(C=C2)O)C(C2=CC=CC=C2)C)C1 (N-(2,3-epoxypropyl)-N-α-methylbenzyl-4-hydroxybenzenesulfonamide), [H-].[Na+] (sodium hydride), [Na] (sodium), CN(C(=O)Cl)C (N,N-dimethylcarbamoyl chloride). The solvent is CN(C=O)C (N,N-dimethylformamide). Run at time 30 minute. Product: O1C(CN(S(=O)(=O)C2=CC=C(C=C2)OC(N(C)C)=O)C(C2=CC=CC=C2)C)C1 (N-(2,3-epoxypropyl)-N-α-methylbenzyl-4-(N,N-dimethylcarbamoyloxy)-benzenesulfonamide). The yield is 80.8%. As a reaction SMILES: [O:1]1[CH2:23][CH:2]1[CH2:3][N:4]([CH:15]([CH3:22])[C:16]1[CH:21]=[CH:20][CH:19]=[CH:18][CH:17]=1)[S:5]([C:8]1[CH:13]=[CH:12][C:11]([OH:14])=[CH:10][CH:9]=1)(=[O:7])=[O:6].[H-].[Na+].[Na].[CH3:27][N:28]([CH3:32])[C:29](Cl)=[O:30]>CN(C)C=O>[O:1]1[CH2:23][CH:2]1[CH2:3][N:4]([CH:15]([CH3:22])[C:16]1[CH:17]=[CH:18][CH:19]=[CH:20][CH:21]=1)[S:5]([C:8]1[CH:9]=[CH:10][C:11]([O:14][C:29](=[O:30])[N:28]([CH3:32])[CH3:27])=[CH:12][CH:13]=1)(=[O:7])=[O:6] |f:1.2,^1:25|. Procedure: 1 g (3 mmol) of N-(2,3-epoxypropyl)-N-α-methylbenzyl-4-hydroxybenzenesulfonamide and 180 mg (3.75 mmol) of 50% sodium hydride were added to 15 ml of dry N,N-dimethylformamide, followed by agitating at room temperature for 30 minutes. To the resulting sodium salt was added 400 mg (3.83 mmol) of N,N-dimethylcarbamoyl chloride for reaction at 60° C. for 1 hour. After completion of the reaction, the excess of the solvent and N,N-dimethylcarbamoyl chloride were removed by distillation under reduced p... The reactants are C(=O)[O-].[NH4+] (Ammonium formate), C1(=CCCCC1)CCNC(C1=CC(=C(C=C1)C)NC(C1=CC(=C(C=C1)OC)OC)=O)=O (N-(2-cyclohexen-1-ylethyl)-3-(3,4-dimethoxybenzamido)-4-methylbenzamide). The reagents and catalysts are [Pd] (palladium-on-carbon). The solvent is CO (methanol). The product is C1(CCCCC1)CCNC(C1=CC(=C(C=C1)C)NC(C1=CC(=C(C=C1)OC)OC)=O)=O (N-(2-cyclohexylethyl)-3-(3,4-dimethoxybenzamido)-4-methylbenzamide). Yield: 90.2%. RXN SMILES: C([O-])=O.[NH4+].[C:5]1([CH2:11][CH2:12][NH:13][C:14](=[O:35])[C:15]2[CH:20]=[CH:19][C:18]([CH3:21])=[C:17]([NH:22][C:23](=[O:34])[C:24]3[CH:29]=[CH:28][C:27]([O:30][CH3:31])=[C:26]([O:32][CH3:33])[CH:25]=3)[CH:16]=2)[CH2:10][CH2:9][CH2:8][CH2:7][CH:6]=1>[Pd].CO>[CH:5]1([CH2:11][CH2:12][NH:13][C:14](=[O:35])[C:15]2[CH:20]=[CH:19][C:18]([CH3:21])=[C:17]([NH:22][C:23](=[O:34])[C:24]3[CH:29]=[CH:28][C:27]([O:30][CH3:31])=[C:26]([O:32][CH3:33])[CH:25]=3)[CH:16]=2)[CH2:10][CH2:9][CH2:8][CH2:7][CH2:6]1 |f:0.1|. Reported procedure: Ammonium formate (0.224 g) was added to a stirred mixture of 10% palladium-on-carbon (0.015 g), N-(2-cyclohexen-1-ylethyl)-3-(3,4-dimethoxybenzamido)-4-methylbenzamide (0.15 g) and methanol (15 ml) and the reaction mixture was heated to reflux for 1.25 hours. The reaction mixture was allowed to cool and was filtered through diatomaceous earth. The filtrate was evaporated and the residue was triturated under water. The solid so obtained was dried under vacuum at 55° C. to give the title compound ... Reactants: S1C=C(C=C1)C=1C=CC=2N(C1)C=C(N2)C(=O)OCC (ethyl 6-(thiophen-3-yl)imidazo[1,2-a]pyridine-2-carboxylate), CC(C)(OC(=O)NC1=CC=CC(=N1)C=1C=CC=2N(C1)C=C(N2)C(=O)O)C (6-(6-{[(1,1-Dimethylethoxy)carbonyl]amino}pyrid-2-yl)imidazo[1,2-a]pyridine-2-carboxylic acid). Yields the product S1C=C(C=C1)C=1C=CC=2N(C1)C=C(N2)C(=O)O (6-(thiophen-3-yl)imidazo[1,2-a]pyridine-2-carboxylic acid). The yield is 89.9%. Reaction SMILES: [S:1]1[CH:5]=[CH:4][C:3]([C:6]2[CH:7]=[CH:8][C:9]3[N:10]([CH:12]=[C:13]([C:15]([O:17]CC)=[O:16])[N:14]=3)[CH:11]=2)=[CH:2]1.CC(C)(OC(NC1N=C(C2C=CC3N(C=C(C(O)=O)N=3)C=2)C=CC=1)=O)C>>[S:1]1[CH:5]=[CH:4][C:3]([C:6]2[CH:7]=[CH:8][C:9]3[N:10]([CH:12]=[C:13]([C:15]([OH:17])=[O:16])[N:14]=3)[CH:11]=2)=[CH:2]1. Procedure details: 310 mg of ethyl 6-(thiophen-3-yl)imidazo[1,2-a]pyridine-2-carboxylate are saponified under conditions similar to those described for the preparation of Intermediate 11 (step 11.3) to give 250 mg of 6-(thiophen-3-yl)imidazo[1,2-a]pyridine-2-carboxylic acid.